From a dataset of the Open Reaction Database (ORD), a public repository of structured organic reaction records. describe an organic reaction: reactants, conditions, products, and yield The reactants are C1(=CC=CC=C1)C (toluene), C(C1=CC=CC=C1)OC1=CC=C(C=C1)C=1C(N2C=CC3=C(C2=C(C1)C(=O)O)SC=C3)=O (8-[p-(benzyloxy)phenyl]-7-oxo-7H-thieno[2,3-a]quinolizine-10-carboxylic acid), C1=CC(=C(C=C1C(CN)O)Cl)Cl (phenylethanolamine), O=S(Cl)Cl (SOCl2), CN(C)C=O (DMF), C1(=CC=CC=C1)C (toluene). Run in C(C)N(CC)CC (triethylamine). Yields the product OCCN(C(=O)C=1C=C(C(N2C=CC3=C(C12)SC=C3)=O)C3=CC=C(C=C3)OCC3=CC=CC=C3)C3=CC=CC=C3 (8-(4-Benzyloxy-phenyl)-7-oxo-7H-thieno[2 3-a]quinolizine-10-carboxylic acid (2-hydroxy-ethyl)-phenyl-amide). As a reaction SMILES: [CH2:1]([O:8][C:9]1[CH:14]=[CH:13][C:12]([C:15]2[C:16](=[O:31])[N:17]3[C:22](=[C:23]([C:25](O)=[O:26])[CH:24]=2)[C:21]2[S:28][CH:29]=[CH:30][C:20]=2[CH:19]=[CH:18]3)=[CH:11][CH:10]=1)[C:2]1[CH:7]=[CH:6][CH:5]=[CH:4][CH:3]=1.O=S(Cl)Cl.CN(C=O)C.C1C([CH:47]([OH:50])[CH2:48][NH2:49])=CC(Cl)=C(Cl)C=1.[C:53]1(C)[CH:58]=[CH:57][CH:56]=[CH:55][CH:54]=1>C(N(CC)CC)C>[OH:50][CH2:47][CH2:48][N:49]([C:53]1[CH:54]=[CH:55][CH:56]=[CH:57][CH:58]=1)[C:25]([C:23]1[CH:24]=[C:15]([C:12]2[CH:13]=[CH:14][C:9]([O:8][CH2:1][C:2]3[CH:7]=[CH:6][CH:5]=[CH:4][CH:3]=3)=[CH:10][CH:11]=2)[C:16](=[O:31])[N:17]2[C:22]=1[C:21]1[S:28][CH:29]=[CH:30][C:20]=1[CH:19]=[CH:18]2)=[O:26]. Procedure details: From 8-[p-(benzyloxy)phenyl]-7-oxo-7H-thieno[2,3-a]quinolizine-10-carboxylic acid with SOCl2 and DMF in toluene. Then treatment with triethylamine and phenylethanolamine in toluene. Starting materials: COCCOC, NCc1ccc(C(F)(F)F)cc1, CS(=O)c1nc(N)nc(-n2cccn2)c1C#N. Product: N#Cc1c(NCc2ccc(C(F)(F)F)cc2)nc(N)nc1-n1cccn1. As a reaction SMILES: [CH3:30][O:31][CH2:32][CH2:33][O:34][CH3:35].[F:18][C:19]([c:20]1[cH:21][cH:22][c:23]([CH2:24][NH2:25])[cH:26][cH:27]1)([F:28])[F:29].[NH2:1][c:2]1[n:3][c:4](-[n:13]2[n:14][cH:15][cH:16][cH:17]2)[c:5]([C:11]#[N:12])[c:6]([S:8]([CH3:9])=[O:10])[n:7]1>>[NH2:1][c:2]1[n:3][c:4](-[n:13]2[n:14][cH:15][cH:16][cH:17]2)[c:5]([C:11]#[N:12])[c:6]([NH:25][CH2:24][c:23]2[cH:22][cH:21][c:20]([C:19]([F:18])([F:28])[F:29])[cH:27][cH:26]2)[n:7]1. Reactants: [BH4-], CO, CC(=O)Nc1ccc(Cl)c(C=O)c1F, [Na+]. The product is CC(=O)Nc1ccc(Cl)c(CO)c1F. RXN SMILES: [BH4-:15].[CH3:17][OH:18].[Cl:1][c:2]1[c:3]([CH:13]=[O:14])[c:4]([F:12])[c:5]([NH:8][C:9]([CH3:10])=[O:11])[cH:6][cH:7]1.[Na+:16]>>[Cl:1][c:2]1[c:3]([CH2:13][OH:14])[c:4]([F:12])[c:5]([NH:8][C:9]([CH3:10])=[O:11])[cH:6][cH:7]1.